From a dataset of the Open Reaction Database (ORD), a public repository of structured organic reaction records. describe an organic reaction: reactants, conditions, products, and yield Starting materials: [Li]CCCC, ClC(Cl)Cl, [Cl-], Cc1nc(-c2ccc(Cl)cc2)n[nH]1, N#Cc1ccccc1, [NH4+], C1CCOC1. The product is Cc1nc2n(n1)C(N)(c1ccccc1)c1cc(Cl)ccc1-2. RXN SMILES: [CH2:14]([Li:15])[CH2:16][CH2:17][CH3:18].[CH:34]([Cl:35])([Cl:36])[Cl:37].[Cl-:27].[Cl:1][c:2]1[cH:3][cH:4][c:5](-[c:8]2[n:9][nH:10][c:11]([CH3:13])[n:12]2)[cH:6][cH:7]1.[N:19]#[C:20][c:21]1[cH:22][cH:23][cH:24][cH:25][cH:26]1.[NH4+:28].[O:29]1[CH2:30][CH2:31][CH2:32][CH2:33]1>>[Cl:1][c:2]1[cH:3][cH:4][c:5]2[c:6]([cH:7]1)[C:20]([NH2:19])([c:21]1[cH:22][cH:23][cH:24][cH:25][cH:26]1)[n:9]1[c:8]-2[n:12][c:11]([CH3:13])[n:10]1. The reactants are COC1=CC=C(C[C@H](N)C(=O)O)C=C1 (O-methyl-L-tyrosine), C(CC[C@@H](C(=O)O)NC(=O)C1=CC=C(NCC=2CNC=3N=C(N)NC(=O)C3N2)C=C1)(=O)[O-] (dihydrofolate), TyrRS, COC1=CC=C(C[C@H](N)C(=O)O)C=C1 (O-methyl-L-tyrosine). The product is N[C@@H](CC1=CC=C(C=C1)O)C(=O)O (tyrosine). Reaction SMILES: C[O:2][C:3]1[CH:14]=[CH:13][C:6]([CH2:7][C@@H:8]([C:10]([OH:12])=[O:11])[NH2:9])=[CH:5][CH:4]=1.C([O-])(=O)CC[C@H](NC(C1C=CC(NCC2CNC3N=C(NC(C=3N=2)=O)N)=CC=1)=O)C(O)=O>>[NH2:9][C@H:8]([C:10]([OH:12])=[O:11])[CH2:7][C:6]1[CH:5]=[CH:4][C:3]([OH:2])=[CH:14][CH:13]=1. Procedure details: To further demonstrate that the observed phenotype is due to the site-specific incorporation of O-methyl-L-tyrosine by the orthogonal mtRNACUATyr/mutant TyrRS (LWJ16) pair in response to an amber stop codon, an O-methyl-L-tyrosine mutant of dihydrofolate reductase (DHFR) was generated and characterized. The third codon of the E. coli DHFR gene (a permissive site) was mutated to TAG and a C-terminal His6 tag was added in order to separate the mutant protein from endogenous E. coli DHFR. As a cont... Starting materials: COS(=O)(=O)OC, CC(=O)OC(C)=O, COP(N)(=O)SC, COP(N)(=S)OC. The product is COP(=O)(NC(C)=O)SC. As a reaction SMILES: [CH3:1][O:2][S:3]([O:4][CH3:5])(=[O:6])=[O:7].[CH3:22][C:23](=[O:24])[O:25][C:26](=[O:27])[CH3:28].[P:15]([O:16][CH3:17])([S:18][CH3:19])([NH2:20])=[O:21].[P:8](=[S:9])([NH2:10])([O:11][CH3:12])[O:13][CH3:14]>>[P:15]([O:16][CH3:17])([S:18][CH3:19])([NH:20][C:23]([CH3:22])=[O:24])=[O:21]. Reactants: Cl.Cl.N12C[C@@H](C(CC1)CC2)N ((R)-1-azabicyclo[2.2.2]oct-3-ylamine dihydrochloride), BrC1=CC=C(S1)C(=O)O (5-bromothiophene-2-carboxylic acid), O.ON1N=NC2=C1C=CC=C2 (1-hydroxybenzotriazole hydrate), F[B-](F)(F)F.N1(N=NC2=C1C=CC=C2)OC(=[N+](C)C)N(C)C (O-benzotriazol-1-yl-N,N,N′,N′-tetramethyluronium tetrafluoroborate), C(C)(C)N(C(C)C)CC (N,N-diisopropylethylamine). Solvent: CN(C=O)C (N,N-dimethylformamide). Yields the product N12C[C@@H](C(CC1)CC2)NC(=O)C=2SC(=CC2)Br ((R)-N-(1-Azabicyclo[2.2.2]oct-3-yl)(5-bromothiophene-2-carboxamide)). The yield is 92.7%. RXN SMILES: Cl.Cl.[N:3]12[CH2:10][CH2:9][CH:6]([CH2:7][CH2:8]1)[C@@H:5]([NH2:11])[CH2:4]2.[Br:12][C:13]1[S:17][C:16]([C:18](O)=[O:19])=[CH:15][CH:14]=1.O.ON1C2C=CC=CC=2N=N1.F[B-](F)(F)F.N1(OC(N(C)C)=[N+](C)C)C2C=CC=CC=2N=N1.C(N(CC)C(C)C)(C)C>CN(C)C=O>[N:3]12[CH2:10][CH2:9][CH:6]([CH2:7][CH2:8]1)[C@@H:5]([NH:11][C:18]([C:16]1[S:17][C:13]([Br:12])=[CH:14][CH:15]=1)=[O:19])[CH2:4]2 |f:0.1.2,4.5,6.7|. Procedure details: A mixture of (R)-1-azabicyclo[2.2.2]oct-3-ylamine dihydrochloride (4 g), 5-bromothiophene-2-carboxylic acid (4.25 g), 1-hydroxybenzotriazole hydrate (2.77 g), O-benzotriazol-1-yl-N,N,N′,N′-tetramethyluronium tetrafluoroborate (6.6 g), and N,N-diisopropylethylamine (14 mL), in N,N-dimethylformamide (100 mL) was stirred at room temperature overnight. The solution was evaporated, and the residue was partitioned between aqueous sodium hydroxide and chloroform. The chloroform layer was dried over mag... Run at temperature 2 celsius, time 15 minute. Reactants: N (ammonia), C(CC)[C@@H]1CC[C@H](CC1)C1=NC=C(C=N1)C(=O)O (trans-2-(4-propylcyclohexyl)-5-pyrimidinecarboxylic acid), C(Cl)(Cl)Cl (chloroform), ClC(=O)OCC (ethyl chloroformate). Run in C(C)N(CC)CC (triethylamine). Yields the product C(CC)[C@@H]1CC[C@H](CC1)C1=NC=C(C=N1)C(=O)N (trans-2-(4-propylcyclohexyl)-5-pyrimidinecarboxamide). Procedure: A solution of 13.85 g of trans-2-(4-propylcyclohexyl)-5-pyrimidinecarboxylic acid, 260 ml of chloroform and 7.8 ml of triethylamine is cooled to 2° C. and treated with 5.32 ml of ethyl chloroformate. The mixture is stirred at 2° C. for 15 minutes and then a strong stream of ammonia gas is conducted in for 10 minutes (while cooling with an ice-bath). The resulting suspension is stirred at 20° C. for a further 1 hour and then evaporated in vacuo. The solid residue is stirred up with 210 ml of wate... RXN SMILES: [CH2:1]([C@H:4]1[CH2:9][CH2:8][C@H:7]([C:10]2[N:15]=[CH:14][C:13]([C:16]([OH:18])=O)=[CH:12][N:11]=2)[CH2:6][CH2:5]1)[CH2:2][CH3:3].C(Cl)(Cl)Cl.ClC(OCC)=O.[NH3:29]>C(N(CC)CC)C>[CH2:1]([C@H:4]1[CH2:9][CH2:8][C@H:7]([C:10]2[N:15]=[CH:14][C:13]([C:16]([NH2:29])=[O:18])=[CH:12][N:11]=2)[CH2:6][CH2:5]1)[CH2:2][CH3:3]. Reactants: C(CN)N (ethylenediamine), ethyl acetate-hexanes, ClC(=O)OCC1=CC=CC=C1 (benzyl chloroformate), [Si](C)(C)(C(C)(C)C)OC1=C2C=CNC2=CC=C1 (4-(t-Butyldimethylsilyloxy)indole), [OH-].[Na+] (sodium hydroxide), ClC(=O)OCC1=CC=CC=C1 (benzyl chloroformate). The reagents and catalysts are [Br-].C(CCC)[N+](CCCC)(CCCC)CCCC (tetrabutylammonium bromide). Run in C(C)OCC (diethyl ether), O (water), ClCCl (dichloromethane). The product is [Si](C)(C)(C(C)(C)C)OC1=C2C=CN(C2=CC=C1)C(=O)OCC1=CC=CC=C1 (Benzyl 4-(t-butyldimethylsilyloxy)indole-1-carboxylate). Isolated yield 100.0%. As a reaction SMILES: [Si:1]([O:8][C:9]1[CH:17]=[CH:16][CH:15]=[C:14]2[C:10]=1[CH:11]=[CH:12][NH:13]2)([C:4]([CH3:7])([CH3:6])[CH3:5])([CH3:3])[CH3:2].[OH-].[Na+].Cl[C:21]([O:23][CH2:24][C:25]1[CH:30]=[CH:29][CH:28]=[CH:27][CH:26]=1)=[O:22].C(N)CN>[Br-].C([N+](CCCC)(CCCC)CCCC)CCC.ClCCl.O.C(OCC)C>[Si:1]([O:8][C:9]1[CH:17]=[CH:16][CH:15]=[C:14]2[C:10]=1[CH:11]=[CH:12][N:13]2[C:21]([O:23][CH2:24][C:25]1[CH:30]=[CH:29][CH:28]=[CH:27][CH:26]=1)=[O:22])([C:4]([CH3:7])([CH3:6])[CH3:5])([CH3:3])[CH3:2] |f:1.2,5.6|. Reported procedure: A stirred, ice-cold mixture of 9 (18.56 g, 75 mmol), tetrabutylammonium bromide (2.42 g, 7.5 mmol) and powdered sodium hydroxide (4.0 g, 75 mmol) in dichloromethane (375 mL) was treated dropwise with benzyl chloroformate (95% purity; 20.20 g, 112.5 mmol). The reaction mixture was stirred at room temperature and the progress of the reaction was followed by TLC [ethyl acetate-hexanes (1:9)]. Further aliquots of benzyl chloroformate (each 20.20 g) were added after 1 h and 2 h, and the mixture was s... Reactants: C1(=CCCCC1)C1=CC=C(C(=O)O)C=C1 (p-(1-cyclohexenyl)-benzoic acid), BrC1=NC=CC=C1 (2-bromopyridine), solution, C(CCC)[Li] (butyl-lithium). Solvent: CCOCC (ether), CCOCC (ether), CCOCC (ether). Reaction conditions: time 15 minute. The product is C1(=CCCCC1)C1=CC=C(C=C1)C(C1=NC=CC=C1)=O (2-{[p-(1-cyclohexenyl)-phenyl]-oxomethyl}-pyridine). Reaction SMILES: Br[C:2]1[CH:7]=[CH:6][CH:5]=[CH:4][N:3]=1.C([Li])CCC.[C:13]1([C:19]2[CH:27]=[CH:26][C:22]([C:23](O)=[O:24])=[CH:21][CH:20]=2)[CH2:18][CH2:17][CH2:16][CH2:15][CH:14]=1>CCOCC>[C:13]1([C:19]2[CH:20]=[CH:21][C:22]([C:23](=[O:24])[C:2]3[CH:7]=[CH:6][CH:5]=[CH:4][N:3]=3)=[CH:26][CH:27]=2)[CH2:18][CH2:17][CH2:16][CH2:15][CH:14]=1. Procedure: 40 g of 2-bromopyridine in 50 ml of absolute ether are added dropwise slowly at -60° C with stirring and in a nitrogen atmosphere to 175 ml of a 1.5 N solution of butyl-lithium in ether, followed, 15 minutes after the completion of the addition, by a solution of 15 g of p-(1-cyclohexenyl)-benzoic acid in 250 ml of absolute ether. The cooling bath is then removed, the reaction mixture is allowed to warm up to room temperature and it is stirred for 2 hours at room temperature. Working up is carrie...